Dataset: the Open Reaction Database (ORD), a public repository of structured organic reaction records. Task: describe an organic reaction: reactants, conditions, products, and yield Starting materials: NN (Hydrazine), CC(COC=1C(C2=CC=CC(=C2C(C1OCC(C)(C)C)=O)[N+](=O)[O-])=O)(C)C (2,3-di(2,2-dimethylpropoxy)-5-nitro-1,4-naphthoquinone). Reagents/catalysts: [Pd] (palladium on carbon). Solvent: C(C)O (ethanol). The product is COC=1C(C2=CC=CC(=C2C(C1OC)=O)N)=O (2,3-dimethoxy-5-amino-1,4-naphthoquinone). The yield is 82.8%. Reaction SMILES: NN.CC(C)(C)[CH2:5][O:6][C:7]1[C:8](=[O:27])[C:9]2[C:14]([C:15](=[O:23])[C:16]=1[O:17][CH2:18]C(C)(C)C)=[C:13]([N+:24]([O-])=O)[CH:12]=[CH:11][CH:10]=2>[Pd].C(O)C>[CH3:5][O:6][C:7]1[C:8](=[O:27])[C:9]2[C:14]([C:15](=[O:23])[C:16]=1[O:17][CH3:18])=[C:13]([NH2:24])[CH:12]=[CH:11][CH:10]=2. Procedure details: Hydrazine (4.0 ml, 125 mmol of 97%) was added dropwise, over a 2 hour period, to a stirred mixture of the captioned compound of Preparation 2 (19.9 g, 75.6 mmol), 5% palladium on carbon (10 g) and ethanol (750 ml) in a nitrogen atmosphere. The catalyst was filtered off through a celite pad that was washed with hot ethanol (2×300 ml). The combined filtrate and washings were concentrated to dryness in vacuo and the residue recrystallized from water:ethanol (1.5:1) giving 14.6 g of 2,3-dimethoxy-5-... Starting materials: CN1C[C@@H](C[C@@H]2C=3C=CC=C4NC=C(C[C@@H]12)C34)CNN (6-methyl-8β-hydrazinomethyl-ergoline), CN(C(=O)Cl)C (dimethylcarbamoyl chloride). The product is CN1C[C@@H](C[C@@H]2C=3C=CC=C4NC=C(C[C@@H]12)C34)CNNC(N(C)C)=O (6-methyl-8β-([N'-dimethylcarbamoyl-hydrazino]-methyl)-ergoline). The yield is 68.7%. Reaction SMILES: [CH3:1][N:2]1[C@H:16]2[C@@H:6]([C:7]3[CH:8]=[CH:9][CH:10]=[C:11]4[C:17]=3[C:14]([CH2:15]2)=[CH:13][NH:12]4)[CH2:5][C@@H:4]([CH2:18][NH:19][NH2:20])[CH2:3]1.[CH3:21][N:22]([CH3:26])[C:23](Cl)=[O:24]>>[CH3:1][N:2]1[C@H:16]2[C@@H:6]([C:7]3[CH:8]=[CH:9][CH:10]=[C:11]4[C:17]=3[C:14]([CH2:15]2)=[CH:13][NH:12]4)[CH2:5][C@@H:4]([CH2:18][NH:19][NH:20][C:23](=[O:24])[N:22]([CH3:26])[CH3:21])[CH2:3]1. Procedure: The process is carried out as in Example 4 with the difference that 0.6 g (0.00213 moles) of 6-methyl-8β-hydrazinomethyl-ergoline and 0.25 g (0.00234 moles) of dimethylcarbamoyl chloride are used as the starting substances. 0.5 g (69%) of 6-methyl-8β-([N'-dimethylcarbamoyl-hydrazino]-methyl)-ergoline are obtained; m.p.: 205°-206° C., [α]D20 =-36.2° (c=1, in 96% ethanol). Reactants: N1=CC=CC2=CC(=CC=C12)CN1N=NC=2C1=NC(=CN2)C(C)=O (1-(1-(quinolin-6-ylmethyl)-1H-[1,2,3]triazolo[4,5-b]pyrazin-6-yl)ethanone), NN1C(NCC1)=O (1-aminoimidazolidin-2-one). Product: N1=CC=CC2=CC(=CC=C12)CN1N=NC=2C1=NC(=CN2)\C(\C)=N\N2C(NCC2)=O ((E)-1-(1-(1-(quinolin-6-ylmethyl)-1H-[1,2,3]triazolo[4,5-b]pyrazin-6-yl)ethylideneamino)-imidazolidin-2-one). Yield: 26.0%. RXN SMILES: [N:1]1[C:10]2[C:5](=[CH:6][C:7]([CH2:11][N:12]3[C:16]4=[N:17][C:18]([C:21](=O)[CH3:22])=[CH:19][N:20]=[C:15]4[N:14]=[N:13]3)=[CH:8][CH:9]=2)[CH:4]=[CH:3][CH:2]=1.[NH2:24][N:25]1[CH2:29][CH2:28][NH:27][C:26]1=[O:30]>>[N:1]1[C:10]2[C:5](=[CH:6][C:7]([CH2:11][N:12]3[C:16]4=[N:17][C:18](/[C:21](=[N:24]/[N:25]5[CH2:29][CH2:28][NH:27][C:26]5=[O:30])/[CH3:22])=[CH:19][N:20]=[C:15]4[N:14]=[N:13]3)=[CH:8][CH:9]=2)[CH:4]=[CH:3][CH:2]=1. Reported procedure: The title compound was prepared in 26% yield as a light yellow solid in analogy to the synthesis of example 52 from 1-(1-(quinolin-6-ylmethyl)-1H-[1,2,3]triazolo[4,5-b]pyrazin-6-yl)ethanone and 1-aminoimidazolidin-2-one. 1H-NMR (400 MHz, DMSO-d6) δ ppm 9.42 (s, 1H), 8.89 (d, 1H), 8.35 (d, 1H), 8.02 (m, 2H), 7.84 (d, 1H), 7.53 (dd, 1H), 7.36 (s, 1H), 6.22 (s, 2H), 3.75 (t, 2H), 3.41 (t, 2H), 2.42 (s, 3H). LCMS (method B): [MH]+=388, tR=1.89 min. Starting materials: O=C([O-])[O-], COCCOC, CNC(=O)c1cccc(-c2cnn3c(-c4ccnc(Cl)c4)cnc3c2)c1, [Na+], [Na+], O, Cl[Pd]Cl, OB(O)c1ccccc1, c1ccc(P(c2ccccc2)c2ccccc2)cc1, c1ccc(P(c2ccccc2)c2ccccc2)cc1. The product is CNC(=O)c1cccc(-c2cnn3c(-c4ccnc(-c5ccccc5)c4)cnc3c2)c1. RXN SMILES: [C:37](=[O:38])([O-:39])[O-:40].[CH3:43][O:44][CH2:45][CH2:46][O:47][CH3:48].[Cl:1][c:2]1[n:3][cH:4][cH:5][c:6](-[c:8]2[cH:9][n:10][c:11]3[n:12]2[n:13][cH:14][c:15](-[c:17]2[cH:18][c:19]([C:20](=[O:21])[NH:22][CH3:23])[cH:24][cH:25][cH:26]2)[cH:16]3)[cH:7]1.[Na+:41].[Na+:42].[OH2:36].[Pd:49]([Cl:50])[Cl:51].[c:27]1([B:33]([OH:34])[OH:35])[cH:28][cH:29][cH:30][cH:31][cH:32]1.[c:52]1([P:53]([c:54]2[cH:55][cH:56][cH:57][cH:58][cH:59]2)[c:60]2[cH:61][cH:62][cH:63][cH:64][cH:65]2)[cH:66][cH:67][cH:68][cH:69][cH:70]1.[c:71]1([P:72]([c:73]2[cH:74][cH:75][cH:76][cH:77][cH:78]2)[c:79]2[cH:80][cH:81][cH:82][cH:83][cH:84]2)[cH:85][cH:86][cH:87][cH:88][cH:89]1>>[c:2]1(-[c:27]2[cH:28][cH:29][cH:30][cH:31][cH:32]2)[n:3][cH:4][cH:5][c:6](-[c:8]2[cH:9][n:10][c:11]3[n:12]2[n:13][cH:14][c:15](-[c:17]2[cH:18][c:19]([C:20](=[O:21])[NH:22][CH3:23])[cH:24][cH:25][cH:26]2)[cH:16]3)[cH:7]1. Run at time 18 hour. Procedure details: TFA (0.5 mL) was added to a solution of tert-butyl 4-(5-((4-(2-(2-amino-2-oxoethyl)phenethyl)-5-(trifluoromethyl)pyrimidin-2-yl)amino)pyridin-2-yl)piperidine-1-carboxylate (A47) (58 mg, 0.099 mmol) in DCM (5 mL) and the resulting solution stirred for 18 hours at room temperature. The volatiles were evaporated under reduced pressure and the residue partitioned between 2 M aqueous NaOH (10 mL) and EtOAc (25 mL). The organic layer was separated and washed with water (25 mL), brine (25 mL), dried (N... As a reaction SMILES: C(O)(C(F)(F)F)=O.[NH2:8][C:9](=[O:49])[CH2:10][C:11]1[CH:48]=[CH:47][CH:46]=[CH:45][C:12]=1[CH2:13][CH2:14][C:15]1[C:20]([C:21]([F:24])([F:23])[F:22])=[CH:19][N:18]=[C:17]([NH:25][C:26]2[CH:27]=[CH:28][C:29]([CH:32]3[CH2:37][CH2:36][N:35](C(OC(C)(C)C)=O)[CH2:34][CH2:33]3)=[N:30][CH:31]=2)[N:16]=1>C(Cl)Cl>[NH:35]1[CH2:36][CH2:37][CH:32]([C:29]2[N:30]=[CH:31][C:26]([NH:25][C:17]3[N:16]=[C:15]([CH2:14][CH2:13][C:12]4[CH:45]=[CH:46][CH:47]=[CH:48][C:11]=4[CH2:10][C:9]([NH2:8])=[O:49])[C:20]([C:21]([F:23])([F:22])[F:24])=[CH:19][N:18]=3)=[CH:27][CH:28]=2)[CH2:33][CH2:34]1. Isolated yield 85.5%. Solvent: C(Cl)Cl (DCM). Yields the product N1CCC(CC1)C1=CC=C(C=N1)NC1=NC=C(C(=N1)CCC1=C(C=CC=C1)CC(=O)N)C(F)(F)F (2-(2-(2-(2-((6-(Piperidin-4-yl)pyridin-3-yl)-amino)-5-(trifluoromethyl)pyrimidin-4-yl)ethyl)phenyl)acetamide). Starting materials: C(=O)(C(F)(F)F)O (TFA), NC(CC1=C(CCC2=NC(=NC=C2C(F)(F)F)NC=2C=CC(=NC2)C2CCN(CC2)C(=O)OC(C)(C)C)C=CC=C1)=O (tert-butyl 4-(5-((4-(2-(2-amino-2-oxoethyl)phenethyl)-5-(trifluoromethyl)pyrimidin-2-yl)amino)pyridin-2-yl)piperidine-1-carboxylate).